The task is: describe an organic reaction: reactants, conditions, products, and yield. This data is from the Open Reaction Database (ORD), a public repository of structured organic reaction records. The reactants are CCN(CC)CCN, Clc1ccc(Oc2ccccc2)cn1. Product: CCN(CC)CCNc1ccc(Oc2ccccc2)cn1. As a reaction SMILES: [CH2:15]([CH3:16])[N:17]([CH2:18][CH2:19][NH2:20])[CH2:21][CH3:22].[Cl:1][c:2]1[cH:3][cH:4][c:5]([O:8][c:9]2[cH:10][cH:11][cH:12][cH:13][cH:14]2)[cH:6][n:7]1>>[c:2]1([NH:20][CH2:19][CH2:18][N:17]([CH2:15][CH3:16])[CH2:21][CH3:22])[cH:3][cH:4][c:5]([O:8][c:9]2[cH:10][cH:11][cH:12][cH:13][cH:14]2)[cH:6][n:7]1.